Dataset: the Open Reaction Database (ORD), a public repository of structured organic reaction records. Task: describe an organic reaction: reactants, conditions, products, and yield Starting materials: [Na+], [OH-], COC(=O)c1ccc(-c2ccccc2O)cc1. Yields the product O=C(O)c1ccc(-c2ccccc2O)cc1. As a reaction SMILES: [Na+:19].[OH-:18].[OH:1][c:2]1[c:3](-[c:8]2[cH:9][cH:10][c:11]([C:14](=[O:15])[O:16][CH3:17])[cH:12][cH:13]2)[cH:4][cH:5][cH:6][cH:7]1>>[OH:1][c:2]1[c:3](-[c:8]2[cH:9][cH:10][c:11]([C:14](=[O:15])[OH:16])[cH:12][cH:13]2)[cH:4][cH:5][cH:6][cH:7]1. Starting materials: BrC=1C=C2NC(C(NC2=CC1C(F)(F)F)=O)=O (6-bromo-7-trifluoromethyl-1,4-dihydro-2,3-quinoxalinedione), [N+](=O)([O-])[O-].[K+] (KNO3), ice water. The solvent is OS(=O)(=O)O (H2SO4). Conditions: temperature 25 celsius, time 30 hour. Product: BrC=1C(=C2NC(C(NC2=CC1C(F)(F)F)=O)=O)[N+](=O)[O-] (6-Bromo-5-nitro-7-trifluoromethyl-1,4-dihydro-2,3-quinoxalinedione). Yield: 73.9%. As a reaction SMILES: [Br:1][C:2]1[CH:3]=[C:4]2[C:9](=[CH:10][C:11]=1[C:12]([F:15])([F:14])[F:13])[NH:8][C:7](=[O:16])[C:6](=[O:17])[NH:5]2.[N+:18]([O-])([O-:20])=[O:19].[K+]>OS(O)(=O)=O>[Br:1][C:2]1[C:3]([N+:18]([O-:20])=[O:19])=[C:4]2[C:9](=[CH:10][C:11]=1[C:12]([F:14])([F:15])[F:13])[NH:8][C:7](=[O:16])[C:6](=[O:17])[NH:5]2 |f:1.2|. Procedure details: To a solution of 6-bromo-7-trifluoromethyl-1,4-dihydro-2,3-quinoxalinedione (40 mg, 0.13 mmol) in concentrated H2SO4 (0.5 mL) at 25° C. was added KNO3 (16 mg, 0.15 mmol, Baker). The mixture was stirred at 25° C. for 30 h and poured into ice water (2 g). The yellow precipitate was collected by filtration and the solid was dissolved in 1N KOH (10 mL). It was filtered and the filtrate was acidified to pH=5 with 4N HCl (2.5 mL) to give a yellow precipitate. The precipitate was collected and dried in... The reactants are CC1OC2(OC1C)C=C(C(C(C2)(C)C)=O)C (2,3,7,9,9-pentamethyl-1,4-dioxaspiro[4.5]dec-6-en-8-one), O1CCCC1 (tetrahydrofuran), O1CCCC1 (tetrahydrofuran). Run in O (water). Reaction conditions: time 4 hour. Yields the product C(#C)C1(C(=CC2(OC(C(O2)C)C)CC1(C)C)C)O (8-ethynyl-2,3,7,9,9-pentamethyl-1,4-dioxaspiro[4.5]dec-6-en-8-ol). Isolated yield 85.0%. Reaction SMILES: [CH3:1][CH:2]1[CH:6]([CH3:7])[O:5][C:4]2([CH2:12][C:11]([CH3:14])([CH3:13])[C:10](=[O:15])[C:9]([CH3:16])=[CH:8]2)[O:3]1.O1CC[CH2:19][CH2:18]1>O>[C:18]([C:10]1([OH:15])[C:11]([CH3:14])([CH3:13])[CH2:12][C:4]2([O:5][CH:6]([CH3:7])[CH:2]([CH3:1])[O:3]2)[CH:8]=[C:9]1[CH3:16])#[CH:19]. Procedure details: In a round-bottom flask under argon, 2,2,6-trimethyl-1,4-cyclohexanedione (15.40 g, 101.19 mmol) was dissolved in 2,3-butanediol (90 ml) and abs. toluene (90 ml), and trimethyl orthoformate (33.21 ml, 303.56 mmol) and p-toluenesulfonic acid (1.22 g, 7.08 mmol) were added. The resulting reaction mixture was stirred at 50° C. for 7 h. After cooling to room temperature, water and toluene were added and the aqueous phase was extracted repeatedly with toluene. The combined organic phases were dried o... Starting materials: C(C)(C)(C)OC(=O)N1C2C(NCC1CC2)=O (2-oxo-3,8-diazabicyclo[3.2.1]octane-8-carboxylic acid tert-butyl ester), C(=O)(C(F)(F)F)O (TFA). Run in C(Cl)Cl (DCM). Conditions: time 1 hour. The product is C12C(NCC(CC1)N2)=O (3,8-Diaza-bicyclo[3.2.1]octan-2-one). Reaction SMILES: C(OC([N:8]1[CH:13]2[CH2:14][CH2:15][CH:9]1[C:10](=[O:16])[NH:11][CH2:12]2)=O)(C)(C)C.C(O)(C(F)(F)F)=O>C(Cl)Cl>[CH:9]12[NH:8][CH:13]([CH2:14][CH2:15]1)[CH2:12][NH:11][C:10]2=[O:16]. Procedure details: To a solution of 2-oxo-3,8-diazabicyclo[3.2.1]octane-8-carboxylic acid tert-butyl ester (108 mg, 0.48 mmol) in DCM (0.5 mL) at 0° C. was added dropwise, TFA (0.5 ml) and the reaction mixture stirred for 30 min. The reaction was warmed to RT and stirred for 1 h before being concentrated in vacuo and triturated with diethyl ether. The resultant residue was subjected to flash chromatography (Isolute NH2, 50% methanol in DCM) to give 3,8-Diaza-bicyclo[3.2.1]octan-2-one as a white solid (69 mg, quant...